Dataset: the Open Reaction Database (ORD), a public repository of structured organic reaction records. Task: describe an organic reaction: reactants, conditions, products, and yield Reactants: C(CC(=O)C)(=O)OCC (ethyl acetoacetate), CO (methanol), C(C)(=O)[O-].[Na+] (sodium acetate), FC(C(C#N)(F)F)(F)F (pentafluoropropionitrile). Product: C(C)(=O)C(C(=O)OCC)=C(C(C(F)(F)F)(F)F)N (ethyl 2-acetyl-3-amino-4,4,5,5,5-pentafluoro-2-pentenoate). The solvent is O (water). As a reaction SMILES: [C:1]([O:7][CH2:8][CH3:9])(=[O:6])[CH2:2][C:3]([CH3:5])=[O:4].CO.C([O-])(=O)C.[Na+].[F:17][C:18]([F:25])([F:24])[C:19]([F:23])([F:22])[C:20]#[N:21]>O>[C:3]([C:2](=[C:20]([NH2:21])[C:19]([F:23])([F:22])[C:18]([F:25])([F:24])[F:17])[C:1]([O:7][CH2:8][CH3:9])=[O:6])(=[O:4])[CH3:5] |f:2.3|. Isolated yield 29.1%. Procedure details: To a stirred mixture of 65 g (0.4995 mole) of ethyl acetoacetate, 200 ml. of methanol and 100 ml. of saturated sodium acetate at 50° C. was introduced 100 g (0.769 mole) of pentafluoropropionitrile in 3 hours. The reaction mixture was poured into 1200 ml. of water. An oil separated from the reaction mixture. The aqueous solution was extracted with ether. The ether solution was combined with the oil, dried (MgSO4) and concentrated under reduced pressure. The residue was distilled to give 40 g (37... The reactants are CI, CCOCC, CN(C)C=O, [Li+], [Li+], O=C([O-])[O-], O=C(O)C=CC(=O)c1ccc(Oc2ccccc2)cc1. Product: COC(=O)C=CC(=O)c1ccc(Oc2ccccc2)cc1. RXN SMILES: [CH3:27][I:28].[CH3:29][CH2:30][O:31][CH2:32][CH3:33].[CH3:34][N:35]([CH3:36])[CH:37]=[O:38].[Li+:21].[Li+:22].[O-:23][C:24](=[O:25])[O-:26].[O:1]([c:2]1[cH:3][cH:4][cH:5][cH:6][cH:7]1)[c:8]1[cH:9][cH:10][c:11]([C:12](=[O:13])[CH:14]=[CH:15][C:16](=[O:17])[OH:18])[cH:19][cH:20]1>>[O:1]([c:2]1[cH:3][cH:4][cH:5][cH:6][cH:7]1)[c:8]1[cH:9][cH:10][c:11]([C:12](=[O:13])[CH:14]=[CH:15][C:16](=[O:17])[O:18][CH3:24])[cH:19][cH:20]1. Starting materials: C(C1=CC=CC=C1)N1CC(C(C1)C=O)CN1CCC(CC1)C1=CC=C(C=C1)F (1-benzyl-3-(RS)-(4-(4-fluorophenyl)piperidinylmethyl)-4-(SR)-formylpyrrolidine), C(CO)O (ethyleneglycol), CC=1C=CC(=CC1)S(=O)(=O)O.O (TsOH.H2O). Solvent: C1=CC=CC=C1 (benzene), CCOCC (ether). Product: C(C1=CC=CC=C1)N1CC(C(C1)C1OCCO1)C(=O)N1CCC(CC1)C1=CC=C(C=C1)F (1-(Benzyl)-3-(RS)-(4-(4-fluorophenyl)piperidinylcarbonyl)-4-(SR)-(1,3-dioxolan-2-yl)pyrrolidine). Reaction SMILES: [CH2:1]([N:8]1[CH2:12][CH:11]([CH:13]=[O:14])[CH:10]([CH2:15][N:16]2[CH2:21][CH2:20][CH:19]([C:22]3[CH:27]=[CH:26][C:25]([F:28])=[CH:24][CH:23]=3)[CH2:18][CH2:17]2)[CH2:9]1)[C:2]1[CH:7]=[CH:6][CH:5]=[CH:4][CH:3]=1.[CH2:29](O)[CH2:30][OH:31].CC1C=CC(S(O)(=O)=[O:41])=CC=1.O>C1C=CC=CC=1.CCOCC>[CH2:1]([N:8]1[CH2:12][CH:11]([CH:13]2[O:31][CH2:30][CH2:29][O:14]2)[CH:10]([C:15]([N:16]2[CH2:17][CH2:18][CH:19]([C:22]3[CH:23]=[CH:24][C:25]([F:28])=[CH:26][CH:27]=3)[CH2:20][CH2:21]2)=[O:41])[CH2:9]1)[C:2]1[CH:7]=[CH:6][CH:5]=[CH:4][CH:3]=1 |f:2.3|. Reported procedure: A solution of 0.046 g (0.104 mmol) of 1-benzyl-3-(RS)-(4-(4-fluorophenyl)piperidinylmethyl)-4-(SR)-formylpyrrolidine, 0.058 mL (1.04 mmol) of ethyleneglycol and 0.047 g (0.25 mmol) of TsOH.H2O in 5 mL of benzene was heated at reflux for 2 h. The reaction mixture was cooled to rt and diluted with ether. The reaction mixture was washed twice with sat'd NaHCO3 solution, dried over Na2SO4, filtered and the filtrate was concentrated. The residue was purified by chromatography (silica, MeOH:CH2Cl2, 5:... Starting materials: Cc1ncc(C=O)c(C)c1OCc1cccc(C#N)c1, N#Cc1ccc(-c2ccc(N)cc2)cc1. Yields the product Cc1ncc(CNc2ccc(-c3ccc(C#N)cc3)cc2)c(C)c1OCc1cccc(C#N)c1. As a reaction SMILES: [CH:1](=[O:2])[c:3]1[c:4]([CH3:20])[c:5]([O:10][CH2:11][c:12]2[cH:13][c:14]([C:15]#[N:16])[cH:17][cH:18][cH:19]2)[c:6]([CH3:9])[n:7][cH:8]1.[NH2:21][c:22]1[cH:23][cH:24][c:25](-[c:28]2[cH:29][cH:30][c:31]([C:34]#[N:35])[cH:32][cH:33]2)[cH:26][cH:27]1>>[CH2:1]([c:3]1[c:4]([CH3:20])[c:5]([O:10][CH2:11][c:12]2[cH:13][c:14]([C:15]#[N:16])[cH:17][cH:18][cH:19]2)[c:6]([CH3:9])[n:7][cH:8]1)[NH:21][c:22]1[cH:23][cH:24][c:25](-[c:28]2[cH:29][cH:30][c:31]([C:34]#[N:35])[cH:32][cH:33]2)[cH:26][cH:27]1.